Dataset: the Open Reaction Database (ORD), a public repository of structured organic reaction records. Task: describe an organic reaction: reactants, conditions, products, and yield Starting materials: CC1=CC(=CC(=N1)OS(=O)(=O)C(F)(F)F)C=1C=NC(=CC1)C(F)(F)F (trifluoro-methanesulfonic acid 6′-methyl-6-trifluoromethyl-[3,4′]bipyridinyl-2′-yl ester), C(C)(C)(C)NS(=O)(=O)C1=CC(=CC=C1)C1=NC(=CC=C1)[Sn](CCCC)(CCCC)CCCC (N-tert-butyl-3-(6-tributylstannanyl-pyridin-2-yl)-benzenesulfonamide), tetrakis(triphenyl-phosphine)palladium. The solvent is C1(=CC=CC=C1)C (toluene). Product: C(C)(C)(C)NS(=O)(=O)C1=CC(=CC=C1)C1=CC=CC(=N1)C1=NC(=CC(=C1)C=1C=NC(=CC1)C(F)(F)F)C (N-tert-Butyl-3-(6′-methyl-6″-trifluoromethyl-[2,2′;4′,3″]terpyridin-6-yl)-benzenesulfonamide). RXN SMILES: [CH3:1][C:2]1[N:7]=[C:6](OS(C(F)(F)F)(=O)=O)[CH:5]=[C:4]([C:16]2[CH:17]=[N:18][C:19]([C:22]([F:25])([F:24])[F:23])=[CH:20][CH:21]=2)[CH:3]=1.[C:26]([NH:30][S:31]([C:34]1[CH:39]=[CH:38][CH:37]=[C:36]([C:40]2[CH:45]=[CH:44][CH:43]=[C:42]([Sn](CCCC)(CCCC)CCCC)[N:41]=2)[CH:35]=1)(=[O:33])=[O:32])([CH3:29])([CH3:28])[CH3:27]>C1(C)C=CC=CC=1>[C:26]([NH:30][S:31]([C:34]1[CH:39]=[CH:38][CH:37]=[C:36]([C:40]2[N:41]=[C:42]([C:6]3[CH:5]=[C:4]([C:16]4[CH:17]=[N:18][C:19]([C:22]([F:23])([F:24])[F:25])=[CH:20][CH:21]=4)[CH:3]=[C:2]([CH3:1])[N:7]=3)[CH:43]=[CH:44][CH:45]=2)[CH:35]=1)(=[O:32])=[O:33])([CH3:29])([CH3:27])[CH3:28]. Procedure: A stirred mixture of trifluoro-methanesulfonic acid 6′-methyl-6-trifluoromethyl-[3,4′]bipyridinyl-2′-yl ester (Example A.5) (0.193 g, 0.5 mmol), N-tert-butyl-3-(6-tributylstannanyl-pyridin-2-yl)-benzenesulfonamide (Example C.2) (0.264 g, 0.455 mmol), tetrakis(triphenyl-phosphine)palladium (0.029 g, 5 mol %) in toluene (5 mL) was heated under reflux conditions for 18 h. Cooled to rt, extracted with ethyl acetate and water, dried the organic layer over Na2SO4. Removal of the solvent in vacuum left... Starting materials: N(=NC(=O)OCC)C(=O)OCC (Diethyl azodicarboxylate), C(=O)(OC(C)(C)C)N1CCC(CC1)O (N-Boc-4-hydroxypiperidine), ON1C(C=2C(C1=O)=CC=CC2)=O (N-hydroxyphthalimide), C1(=CC=CC=C1)P(C1=CC=CC=C1)C1=CC=CC=C1 (triphenylphosphine). Isolated yield 79.1%. Reaction conditions: time 1.5 hour. The solvent is C1CCOC1 (THF). Reaction SMILES: N(C(OCC)=O)=NC(OCC)=O.[C:13]([N:20]1[CH2:25][CH2:24][CH:23]([OH:26])[CH2:22][CH2:21]1)([O:15][C:16]([CH3:19])([CH3:18])[CH3:17])=[O:14].O[N:28]1[C:32](=[O:33])[C:31]2=[CH:34][CH:35]=[CH:36][CH:37]=[C:30]2[C:29]1=[O:38].C1(P(C2C=CC=CC=2)C2C=CC=CC=2)C=CC=CC=1>C1COCC1>[O:38]=[C:29]1[C:30]2[C:31](=[CH:34][CH:35]=[CH:36][CH:37]=2)[C:32](=[O:33])[N:28]1[O:26][CH:23]1[CH2:24][CH2:25][N:20]([C:13]([O:15][C:16]([CH3:19])([CH3:18])[CH3:17])=[O:14])[CH2:21][CH2:22]1. The product is O=C1N(C(C2=CC=CC=C12)=O)OC1CCN(CC1)C(=O)OC(C)(C)C (tert-butyl 4-(1,3-dioxoisoindolin-2-yloxy)piperidine-1-carboxylate). Procedure: Diethyl azodicarboxylate (40% in toluene, 2.5 ml, 5.5 mmol) was added to the mixture of N-Boc-4-hydroxypiperidine (1.0 g, 5.0 mmol), N-hydroxyphthalimide (816 mg, 5.0 mmol) and triphenylphosphine (1.3 g, 5.0 mmol) in THF (10 ml) at 0° C. and stirred at room temperature for 1.5 hours. The solvent was evaporated under reduced pressure and the residue was diluted with ethyl acetate and washed with water and brine, dried (MgSO4) and evaporated under reduced pressure. The residue was purified by colu... The reactants are N[C@@H](CCC(=O)O)C(=O)O (glutamic acid), C([O-])([O-])=O.[Na+].[Na+] (sodium carbonate), [N+](=O)([O-])C=1C=C2C(C(=O)OC2=O)=CC1 (4-nitrophthalic anhydride). Solvent: O (water). Conditions: time 3 hour. The product is [N+](=O)([O-])C1=C2CN(C(C2=CC=C1)=O)C(C(=O)O)CCC(=O)O (2-(4-nitro-1-oxoisoindolin-2-yl)glutaric acid). Reaction SMILES: [NH2:1][C@H:2]([C:8]([OH:10])=[O:9])[CH2:3][CH2:4][C:5]([OH:7])=[O:6].[C:11](=O)([O-])[O-].[Na+].[Na+].[N+:17]([C:20]1[CH:21]=[C:22]2[C:27](=[O:28])OC(=O)[C:23]2=[CH:29][CH:30]=1)([O-:19])=[O:18]>O>[N+:17]([C:20]1[CH:30]=[CH:29][CH:23]=[C:22]2[C:21]=1[CH2:11][N:1]([CH:2]([CH2:3][CH2:4][C:5]([OH:7])=[O:6])[C:8]([OH:10])=[O:9])[C:27]2=[O:28])([O-:19])=[O:18] |f:1.2.3|. Reported procedure: To a stirred solution of glutamic acid (10 mmol) and sodium carbonate (10.5 mmol) in water (50 mL) is added 4-nitrophthalic anhydride (10 mmol). The resulting mixture is stirred for 3 hours. The mixture is filtered. The filtrate is then acidified to pH 1 with 4 N hydrochloric acid to afford 2-(4-nitro-1-oxoisoindolin-2-yl)glutaric acid. Reactants: COC1=C(C=CC(=C1)OC)C#C (2,4-dimethoxyphenylacetylene), FC1=CC=C(CS)C=C1 (4-fluorobenzyl mercaptan), [Na] (sodium). Product: COC1=C(\C=C/C(C2=CC=C(C=C2)F)SC(C2=CC=C(C=C2)F)\C=C/C2=C(C=C(C=C2)OC)OC)C=CC(=C1)OC ((Z)-2,4-dimethoxystyryl-4-fluorobenzylsulfide). As a reaction SMILES: [CH3:1][O:2][C:3]1[CH:8]=[C:7]([O:9][CH3:10])[CH:6]=[CH:5][C:4]=1[C:11]#[CH:12].[F:13][C:14]1[CH:21]=[CH:20][C:17]([CH2:18][SH:19])=[CH:16][CH:15]=1.[Na]>>[CH3:1][O:2][C:3]1[CH:8]=[C:7]([O:9][CH3:10])[CH:6]=[CH:5][C:4]=1/[CH:11]=[CH:12]\[CH:18]([S:19][CH:18](/[CH:12]=[CH:11]\[C:4]1[CH:5]=[CH:6][C:7]([O:9][CH3:10])=[CH:8][C:3]=1[O:2][CH3:1])[C:17]1[CH:20]=[CH:21][C:14]([F:13])=[CH:15][CH:16]=1)[C:17]1[CH:20]=[CH:21][C:14]([F:13])=[CH:15][CH:16]=1 |^1:21|. Procedure: A solution of 2,4-dimethoxyphenylacetylene (0.02 mol), 4-fluorobenzyl mercaptan (0.02 mol) and metallic sodium (0.02 g atom) is subjected to the General Procedure to form (Z)-2,4-dimethoxystyryl-4-fluorobenzylsulfide. The title compound is obtained following oxidation of the sulfide, according to the General Procedure. Reactants: CO, Cl, [Na+], [OH-], COC(=O)c1cccc(Oc2ccc3nccn3n2)c1. Yields the product O=C(O)c1cccc(Oc2ccc3nccn3n2)c1. RXN SMILES: [CH3:24][OH:25].[ClH:23].[Na+:22].[OH-:21].[n:1]1[cH:2][cH:3][n:4]2[n:5][c:6]([O:10][c:11]3[cH:12][c:13]([C:14](=[O:15])[O:16][CH3:17])[cH:18][cH:19][cH:20]3)[cH:7][cH:8][c:9]12>>[n:1]1[cH:2][cH:3][n:4]2[n:5][c:6]([O:10][c:11]3[cH:12][c:13]([C:14](=[O:15])[OH:16])[cH:18][cH:19][cH:20]3)[cH:7][cH:8][c:9]12. Reactants: CNc1cc(-c2cncc(Br)c2)cc(-c2ccn(C)n2)n1, O=C([O-])[O-], COCCOC, CC(C)N1CCN(Cc2ccc(B(O)O)cc2)CC1, ClCCl, [Na+], [Na+]. Product: CNc1cc(-c2cncc(-c3ccc(CN4CCN(C(C)C)CC4)cc3)c2)cc(-c2ccn(C)n2)n1. Reaction SMILES: [Br:26][c:27]1[cH:28][c:29](-[c:33]2[cH:34][c:35]([NH:45][CH3:46])[n:36][c:37](-[c:39]3[n:40][n:41]([CH3:44])[cH:42][cH:43]3)[cH:38]2)[cH:30][n:31][cH:32]1.[C:20](=[O:21])([O-:22])[O-:23].[CH3:47][O:48][CH2:49][CH2:50][O:51][CH3:52].[CH:1]([CH3:2])([CH3:3])[N:4]1[CH2:5][CH2:6][N:7]([CH2:10][c:11]2[cH:12][cH:13][c:14]([B:17]([OH:18])[OH:19])[cH:15][cH:16]2)[CH2:8][CH2:9]1.[Cl:53][CH2:54][Cl:55].[Na+:24].[Na+:25]>>[CH:1]([CH3:2])([CH3:3])[N:4]1[CH2:5][CH2:6][N:7]([CH2:10][c:11]2[cH:12][cH:13][c:14](-[c:27]3[cH:28][c:29](-[c:33]4[cH:34][c:35]([NH:45][CH3:46])[n:36][c:37](-[c:39]5[n:40][n:41]([CH3:44])[cH:42][cH:43]5)[cH:38]4)[cH:30][n:31][cH:32]3)[cH:15][cH:16]2)[CH2:8][CH2:9]1. Product: O=CC(=C1SC(=O)NC1=O)c1cccc2ccccc12. The reactants are CC(C)O, CC(C)=O, O=C1NC(=O)C(=C(CO)c2cccc3ccccc23)S1. Reaction SMILES: [CH3:21][CH:22]([OH:23])[CH3:24].[CH3:25][C:26](=[O:27])[CH3:28].[OH:1][CH2:2][C:3]([c:4]1[cH:5][cH:6][cH:7][c:8]2[cH:9][cH:10][cH:11][cH:12][c:13]12)=[C:14]1[C:15](=[O:20])[NH:16][C:17](=[O:19])[S:18]1>>[O:1]=[CH:2][C:3]([c:4]1[cH:5][cH:6][cH:7][c:8]2[cH:9][cH:10][cH:11][cH:12][c:13]12)=[C:14]1[C:15](=[O:20])[NH:16][C:17](=[O:19])[S:18]1. Starting materials: IC=1C(=NC=CC1OC)N (3-Iodo-4-methoxypyridin-2-amine), [Cl-].[NH4+] (ammonium chloride), CC1(OB(OC1(C)C)C1=CC=C(N)C=C1)C (4-(4,4,5,5-tetramethyl-1,3,2-dioxaborolan-2-yl)aniline), [F-].[Cs+] (cesium fluoride). The reagents and catalysts are C1=CC=C(C=C1)P([C-]2C=CC=C2)C3=CC=CC=C3.C1=CC=C(C=C1)P([C-]2C=CC=C2)C3=CC=CC=C3.Cl[Pd]Cl.[Fe+2].ClCCl ([1,1′-bis(diphenylphosphino)ferrocene]palladium(II) dichloride dichloromethane). The solvent is CO (methanol). Run at temperature 80 celsius. The product is NC1=CC=C(C=C1)C=1C(=NC=CC1OC)N (3-(4-Aminophenyl)-4-methoxypyridin-2-amine). Isolated yield 81.3%. Reaction SMILES: I[C:2]1[C:3]([NH2:10])=[N:4][CH:5]=[CH:6][C:7]=1[O:8][CH3:9].CC1(C)C(C)(C)OB([C:19]2[CH:25]=[CH:24][C:22]([NH2:23])=[CH:21][CH:20]=2)O1.[F-].[Cs+].[Cl-].[NH4+]>CO.C1C=CC(P(C2C=CC=CC=2)[C-]2C=CC=C2)=CC=1.C1C=CC(P(C2C=CC=CC=2)[C-]2C=CC=C2)=CC=1.Cl[Pd]Cl.[Fe+2].ClCCl>[NH2:23][C:22]1[CH:24]=[CH:25][C:19]([C:2]2[C:3]([NH2:10])=[N:4][CH:5]=[CH:6][C:7]=2[O:8][CH3:9])=[CH:20][CH:21]=1 |f:2.3,4.5,7.8.9.10.11|. Procedure: 3-Iodo-4-methoxypyridin-2-amine (350 mg), 4-(4,4,5,5-tetramethyl-1,3,2-dioxaborolan-2-yl)aniline (322 mg), [1,1′-bis(diphenylphosphino)ferrocene]palladium(II) dichloride-dichloromethane adduct (81 mg) and cesium fluoride (580 mg) were suspended in methanol (5.0 ml), and the suspension was heated under reflux at 80° C. for 19 hours. After leaving to cool, a saturated aqueous ammonium chloride solution was added, and the organic layer was extracted with ethyl acetate and dried over sodium sulfate....